Dataset: the Open Reaction Database (ORD), a public repository of structured organic reaction records. Task: describe an organic reaction: reactants, conditions, products, and yield The reactants are [BH4-], N#CSc1cc([N+](=O)[O-])ccc1Cl, Cl, [Na+], CN(C)C=O. Product: O=[N+]([O-])c1ccc(Cl)c(S)c1. Reaction SMILES: [BH4-:14].[Cl:1][c:2]1[c:3]([S:11][C:12]#[N:13])[cH:4][c:5]([N+:8](=[O:9])[O-:10])[cH:6][cH:7]1.[ClH:16].[Na+:15].[O:17]=[CH:18][N:19]([CH3:20])[CH3:21]>>[Cl:1][c:2]1[c:3]([SH:11])[cH:4][c:5]([N+:8](=[O:9])[O-:10])[cH:6][cH:7]1. RXN SMILES: [NH2:1][C:2]1[CH:3]=[N:4][CH:5]=[CH:6][C:7]=1[O:8][CH3:9].C([Li])CCC.Cl[C:16]1[N:21]=[C:20]([N:22]2[CH2:27][CH2:26][O:25][CH2:24][CH2:23]2)[N:19]=[C:18]([N:28]2[C:32]3[CH:33]=[CH:34][CH:35]=[C:36]([O:37][CH3:38])[C:31]=3[N:30]=[C:29]2[CH:39]([F:41])[F:40])[N:17]=1>C1COCC1.C(O)(=O)C.O>[F:41][CH:39]([F:40])[C:29]1[N:28]([C:18]2[N:19]=[C:20]([N:22]3[CH2:27][CH2:26][O:25][CH2:24][CH2:23]3)[N:21]=[C:16]([NH:1][C:2]3[CH:3]=[N:4][CH:5]=[CH:6][C:7]=3[O:8][CH3:9])[N:17]=2)[C:32]2[CH:33]=[CH:34][CH:35]=[C:36]([O:37][CH3:38])[C:31]=2[N:30]=1. The reactants are NC=1C=NC=CC1OC (3-amino-4-methoxypyridine), C(CCC)[Li] (butyllithium), ClC1=NC(=NC(=N1)N1CCOCC1)N1C(=NC2=C1C=CC=C2OC)C(F)F (1-[4-chloro-6-(4-morpholinyl)-1,3,5-triazin-2-yl]-2-(difluoromethyl)-4-methoxy-1H-benzimidazole). Isolated yield 41.9%. Yields the product FC(C1=NC2=C(N1C1=NC(=NC(=N1)N1CCOCC1)NC=1C=NC=CC1OC)C=CC=C2OC)F (4-[2-(difluoromethyl)-4-methoxy-1H-benzimidazol-1-yl]-N-(4-methoxy-3-pyridinyl)-6-(4-morpholinyl)-1,3,5-triazin-2-amine). The solvent is C1CCOC1 (THF), C1CCOC1 (THF), C(C)(=O)O (acetic acid), O (water). Reported procedure: To a solution of 0.121 g (0.98 mmol) of 3-amino-4-methoxypyridine in THF (3 mL) was added 0.44 mL of butyllithium (2.5 M solution in hexanes), and the mixture stirred for 15 min. A solution of 0.128 g (0.32 mmol) of 1-[4-chloro-6-(4-morpholinyl)-1,3,5-triazin-2-yl]-2-(difluoromethyl)-4-methoxy-1H-benzimidazole in THF (6 mL) was added and the resulting mixture was stirred for 1 hr. After neutralization with acetic acid, the mixture was diluted with water and extracted with EtOAc. The organic laye... Conditions: time 15 minute. The reactants are [Br-], CCOC(=O)C(=O)c1cccc(Br)c1, C[Mg+], O. Yields the product CCOC(=O)C(C)(O)c1cccc(Br)c1. Reaction SMILES: [Br-:15].[CH2:1]([CH3:2])[O:3][C:4]([C:5](=[O:6])[c:7]1[cH:8][c:9]([Br:13])[cH:10][cH:11][cH:12]1)=[O:14].[CH3:16][Mg+:17].[OH2:18]>>[CH2:1]([CH3:2])[O:3][C:4]([C:5]([OH:6])([c:7]1[cH:8][c:9]([Br:13])[cH:10][cH:11][cH:12]1)[CH3:16])=[O:14]. The reactants are C(C1=CC=CC=C1)OC=1C=C(C2=C(NC(CO2)=O)C1)C(C(O)OCC)=O (6-benzyloxy-8-(2-ethoxy-2-hydroxyacetyl)-4H-benzo[1,4]oxazin-3-one), ClC1=C(C=CC(=C1)F)CC(C)(C)N (2-(2-chloro-4-fluorophenyl)-1,1-dimethylethylamine), [BH4-].[Li+] (lithium borohydride), solution, B(Br)(Br)Br (boron tribromide), C(O)CN (ethanolamine). Run in ClCCl (dichloromethane), O (water), ClCCl (dichloromethane), ClCCl (dichloromethane). Procedure: 357 mg (1 mmol) of 6-benzyloxy-8-(2-ethoxy-2-hydroxyacetyl)-4H-benzo[1,4]oxazin-3-one and 202 mg (1 mmol) of 2-(2-chloro-4-fluorophenyl)-1,1-dimethylethylamine are reacted with lithium borohydride analogously to the method for Example 10(d). To debenzylate the ethanolamine thus obtained, it is dissolved in 3 mL of dichloromethane and cooled to −78° C. At this temperature, 2 mL of a 1 molar solution of boron tribromide in dichloromethane is added and the mixture is slowly allowed to come up to am... Yields the product ClC1=C(C=CC(=C1)F)CC(C)(C)NCC(O)C1=CC(=CC=2NC(COC21)=O)O (8-{2-[2-(2-chloro-4-fluorophenyl)-1,1-dimethylethylamino]-1-hydroxyethyl}-6-hydroxy-4H-benzo[1,4]oxazin-3-one). Run at temperature -78 celsius. Reaction SMILES: C([O:8][C:9]1[CH:10]=[C:11]([C:20](=[O:26])[CH:21](OCC)O)[C:12]2[O:17][CH2:16][C:15](=[O:18])[NH:14][C:13]=2[CH:19]=1)C1C=CC=CC=1.[Cl:27][C:28]1[CH:33]=[C:32]([F:34])[CH:31]=[CH:30][C:29]=1[CH2:35][C:36]([NH2:39])([CH3:38])[CH3:37].[BH4-].[Li+].C(CN)O.B(Br)(Br)Br>ClCCl.O>[Cl:27][C:28]1[CH:33]=[C:32]([F:34])[CH:31]=[CH:30][C:29]=1[CH2:35][C:36]([NH:39][CH2:21][CH:20]([C:11]1[C:12]2[O:17][CH2:16][C:15](=[O:18])[NH:14][C:13]=2[CH:19]=[C:9]([OH:8])[CH:10]=1)[OH:26])([CH3:37])[CH3:38] |f:2.3|. Reactants: BrC1=CC(=C(CC=2C3=C(OC2C)C=CC(=C3)C(=O)OC)C=C1)Cl (3-(4-bromo-2-chlorobenzyl)-5-(methoxycarbonyl)-2-methylbenzo[b]furan), C1(=CC=CC=C1)OB(O)O (phenylboric acid), C([O-])([O-])=O.[Na+].[Na+] (sodium carbonate), O (water). The reagents and catalysts are C=1C=CC(=CC1)[P](C=2C=CC=CC2)(C=3C=CC=CC3)[Pd]([P](C=4C=CC=CC4)(C=5C=CC=CC5)C=6C=CC=CC6)([P](C=7C=CC=CC7)(C=8C=CC=CC8)C=9C=CC=CC9)[P](C=1C=CC=CC1)(C=1C=CC=CC1)C=1C=CC=CC1 (tetrakis(triphenylphosphine)palladium). Run in C(C)O (ethanol), C1(=CC=CC=C1)C (toluene). Yields the product ClC1=C(CC=2C3=C(OC2C)C=CC(=C3)C(=O)OC)C=CC(=C1)C1=CC=CC=C1 (3-(2-Chloro-4-phenylbenzyl)-5-(methoxycarbonyl)-2-methylbenzo[b]furan). Isolated yield 92.2%. RXN SMILES: Br[C:2]1[CH:22]=[CH:21][C:5]([CH2:6][C:7]2[C:8]3[CH:16]=[C:15]([C:17]([O:19][CH3:20])=[O:18])[CH:14]=[CH:13][C:9]=3[O:10][C:11]=2[CH3:12])=[C:4]([Cl:23])[CH:3]=1.[C:24]1(OB(O)O)[CH:29]=[CH:28][CH:27]=[CH:26][CH:25]=1.C(=O)([O-])[O-].[Na+].[Na+].O>C(O)C.C1C=CC([P]([Pd]([P](C2C=CC=CC=2)(C2C=CC=CC=2)C2C=CC=CC=2)([P](C2C=CC=CC=2)(C2C=CC=CC=2)C2C=CC=CC=2)[P](C2C=CC=CC=2)(C2C=CC=CC=2)C2C=CC=CC=2)(C2C=CC=CC=2)C2C=CC=CC=2)=CC=1.C1(C)C=CC=CC=1>[Cl:23][C:4]1[CH:3]=[C:2]([C:24]2[CH:29]=[CH:28][CH:27]=[CH:26][CH:25]=2)[CH:22]=[CH:21][C:5]=1[CH2:6][C:7]1[C:8]2[CH:16]=[C:15]([C:17]([O:19][CH3:20])=[O:18])[CH:14]=[CH:13][C:9]=2[O:10][C:11]=1[CH3:12] |f:2.3.4,^1:47,49,68,87|. Procedure: To unpurified 3-(4-bromo-2-chlorobenzyl)-5-(methoxycarbonyl)-2-methylbenzo[b]furan (4.00 g) were added a solution of phenylboric acid (1.34 g) in ethanol (3 ml), tetrakis(triphenylphosphine)palladium (0.40 g), sodium carbonate (1.59 g), water (7.50 g) and toluene (30 ml) and the mixture was heated under reflux for 80 min. After cooling, the insoluble matter was removed by filtration through Celite and the filtrate was washed with ethyl acetate and water. Saturated brine was added to the filtrate... Starting materials: CO, CCOC(=O)c1ccc(N2CCN(c3ccc4nnc(C(F)(F)F)n4n3)CC2)cc1, [Li+], [OH-], O, O. The product is O=C(O)c1ccc(N2CCN(c3ccc4nnc(C(F)(F)F)n4n3)CC2)cc1. As a reaction SMILES: [CH3:34][OH:35].[F:4][C:5]([c:6]1[n:7][n:8][c:9]2[n:10]1[n:11][c:12]([N:15]1[CH2:16][CH2:17][N:18]([c:21]3[cH:22][cH:23][c:24]([C:25](=[O:26])[O:27][CH2:28][CH3:29])[cH:30][cH:31]3)[CH2:19][CH2:20]1)[cH:13][cH:14]2)([F:32])[F:33].[Li+:3].[OH-:2].[OH2:1].[OH2:36]>>[F:4][C:5]([c:6]1[n:7][n:8][c:9]2[n:10]1[n:11][c:12]([N:15]1[CH2:16][CH2:17][N:18]([c:21]3[cH:22][cH:23][c:24]([C:25](=[O:26])[OH:27])[cH:30][cH:31]3)[CH2:19][CH2:20]1)[cH:13][cH:14]2)([F:32])[F:33]. The reactants are ClC1=CC=C(C=C1)C1=NC=2C(=NC=CC2)N1[C@H](C(=O)O)C ((S)-2-(4-chlorophenyl)-α-methyl-3H-imidazo[4,5-b]pyridine-3-acetic acid), C(C)O (ethanol). Reagents/catalysts: S(O)(O)(=O)=O (sulfuric acid). The product is C(C)OC([C@@H](N1C(=NC=2C1=NC=CC2)C2=CC=C(C=C2)Cl)C)=O ((S)-2-(4-Chlorophenyl)-α-methyl-3H-imidazo[4,5-b]pyridine-3-acetic acid ethyl ester). Yield: 68.0%. As a reaction SMILES: [Cl:1][C:2]1[CH:7]=[CH:6][C:5]([C:8]2[N:16]([C@@H:17]([CH3:21])[C:18]([OH:20])=[O:19])[C:11]3=[N:12][CH:13]=[CH:14][CH:15]=[C:10]3[N:9]=2)=[CH:4][CH:3]=1.[CH2:22](O)[CH3:23]>S(=O)(=O)(O)O>[CH2:22]([O:19][C:18](=[O:20])[C@H:17]([CH3:21])[N:16]1[C:11]2=[N:12][CH:13]=[CH:14][CH:15]=[C:10]2[N:9]=[C:8]1[C:5]1[CH:6]=[CH:7][C:2]([Cl:1])=[CH:3][CH:4]=1)[CH3:23]. Procedure: A suspension of crude (S)-2-(4-chlorophenyl)-α-methyl-3H-imidazo[4,5-b]pyridine-3-acetic acid (2.0 g, 0.00663 mole) in absolute ethanol was stirred at room temperature while 4 drops of concentrated sulfuric acid was added. The reaction mixture was refluxed for three days. Approximately 1/2 to 2/3 of the solvent was removed under reduced pressure. Saturated sodium bicarbonate solution (20 ml) was added to the remaining solution. The product was extracted into two portions of ethyl acetate and the... Reactants: N-BuLi, FC1=C2C=NN(C2=CC(=C1)F)C (4,6-difluoro-1-methyl-1H-indazole), ClC=1C=CC=2N(N1)C(=CN2)C(C)=O (1-(6-chloro-imidazo[1,2-b]pyridazin-3-yl)ethanone). Solvent: C1CCOC1 (THF), C1CCOC1 (THF). Conditions: time 1 hour. The product is ClC=1C=CC=2N(N1)C(=CN2)C(C)(O)C=2C(=C1C=NN(C1=CC2F)C)F ((rac)-1-(6-Chloro-imidazol[1,2-b]pyridazin-3-yl)-1-(4,6-difluoro-1-methyl-1H-indazol-5-yl)-ethanol). As a reaction SMILES: [F:1][C:2]1[CH:10]=[C:9]([F:11])[CH:8]=[C:7]2[C:3]=1[CH:4]=[N:5][N:6]2[CH3:12].[Cl:13][C:14]1[CH:15]=[CH:16][C:17]2[N:18]([C:20]([C:23](=[O:25])[CH3:24])=[CH:21][N:22]=2)[N:19]=1>C1COCC1>[Cl:13][C:14]1[CH:15]=[CH:16][C:17]2[N:18]([C:20]([C:23]([C:10]3[C:2]([F:1])=[C:3]4[C:7](=[CH:8][C:9]=3[F:11])[N:6]([CH3:12])[N:5]=[CH:4]4)([OH:25])[CH3:24])=[CH:21][N:22]=2)[N:19]=1. Procedure: N-BuLi, 6.88 mL, was added dropwise to a solution of 4,6-difluoro-1-methyl-1H-indazole ((xvi), 1.68 g, 10 mmol) in dry THF (50 mL) at −78° C. The solution was stirred at this temperature for 1 h, and then the solution of 1-(6-chloro-imidazo[1,2-b]pyridazin-3-yl)ethanone (CAS 90734-71-7, 1.95 g, 10 mmol) in 50 mL THF was added dropwise at −70/75° C. After stirring additional 3 h at −70/75° C. the RM was quenched with NH4C110%, and at 0° C. diluted with water, and extracted with EtOAc (3×). The or... Reactants: ClC=1C=C(C=C(C1O)F)C=1N=C2C(=C(C=NC2=CC1)C(CC)=O)NC=1C=CC(=NC1)N1C[C@H](CCC1)NC(OC(C)(C)C)=O ((S)-tert-butyl [1-(5-{[6-(3-chloro-5-fluoro-4-hydroxyphenyl)-3-propionyl-1,5-naphthyridin-4-yl]amino]pyridin-2-yl)piperidin-3-yl]carbamate), C(=O)(C(F)(F)F)O (TFA), trihydrochloride. The product is Cl.Cl.Cl.N[C@@H]1CN(CCC1)C1=CC=C(C=N1)NC1=C(C=NC2=CC=C(N=C12)C1=CC(=C(C(=C1)F)O)Cl)C(CC)=O ((S)-1-(4{[6-(3-aminopiperidin-1-yl)pyridin-3-yl]amino}-6-(3-chloro-5-fluoro-4-hydroxyphenyl)-1,5-naphthyridin-3-yl)propan-1-one trihydrochloride). Yield: 202.5%. RXN SMILES: [Cl:1][C:2]1[CH:3]=[C:4]([C:10]2[N:11]=[C:12]3[C:17](=[CH:18][CH:19]=2)[N:16]=[CH:15][C:14]([C:20](=[O:23])[CH2:21][CH3:22])=[C:13]3[NH:24][C:25]2[CH:26]=[CH:27][C:28]([N:31]3[CH2:36][CH2:35][CH2:34][C@H:33]([NH:37]C(=O)OC(C)(C)C)[CH2:32]3)=[N:29][CH:30]=2)[CH:5]=[C:6]([F:9])[C:7]=1[OH:8].C(O)(C(F)(F)F)=O>>[ClH:1].[ClH:1].[ClH:1].[NH2:37][C@H:33]1[CH2:34][CH2:35][CH2:36][N:31]([C:28]2[N:29]=[CH:30][C:25]([NH:24][C:13]3[C:12]4[C:17](=[CH:18][CH:19]=[C:10]([C:4]5[CH:5]=[C:6]([F:9])[C:7]([OH:8])=[C:2]([Cl:1])[CH:3]=5)[N:11]=4)[N:16]=[CH:15][C:14]=3[C:20](=[O:23])[CH2:21][CH3:22])=[CH:26][CH:27]=2)[CH2:32]1 |f:2.3.4.5|. Procedure: Following general procedure IV-2, (S)-tert-butyl [1-(5-{[6-(3-chloro-5-fluoro-4-hydroxyphenyl)-3-propionyl-1,5-naphthyridin-4-yl]amino]pyridin-2-yl)piperidin-3-yl]carbamate (0.21 mmol) was reacted with TFA (2 mL) followed by formation of the trihydrochloride salt to afford the desired product (67 mg, 52%) as a green-brown solid: 1H NMR (500 MHz, CD3OD) δ 9.32 (s, 1H), 8.46 (d, J=9.0 Hz, 1H), 8.37 (d, J=9.0 Hz, 1H), 8.21 (d, J=2.5 Hz, 1H), 7.75 (dd, J=9.3, 2.5 Hz, 1H), 7.63-7.26 (m, 2H), 7.12 (d,...